The task is: describe an organic reaction: reactants, conditions, products, and yield. This data is from the Open Reaction Database (ORD), a public repository of structured organic reaction records. The product is CS(=O)(=O)Nc1cc(C(O)CNC2CCN(c3ccc(S(=O)(=O)N4CCCC4C(=O)O)cc3)CC2)ccc1O. As a reaction SMILES: [CH3:42][S:43]([CH3:44])=[O:45].[OH:1][CH:2]([CH2:3][NH:4][CH:5]1[CH2:6][CH2:7][N:8]([c:11]2[cH:12][cH:13][c:14]([S:17](=[O:18])(=[O:19])[N:20]3[CH:21]([C:25](=[O:26])[O:27][CH2:28][CH3:29])[CH2:22][CH2:23][CH2:24]3)[cH:15][cH:16]2)[CH2:9][CH2:10]1)[c:30]1[cH:31][c:32]([NH:37][S:38](=[O:39])(=[O:40])[CH3:41])[c:33]([OH:36])[cH:34][cH:35]1>>[OH:1][CH:2]([CH2:3][NH:4][CH:5]1[CH2:6][CH2:7][N:8]([c:11]2[cH:12][cH:13][c:14]([S:17](=[O:18])(=[O:19])[N:20]3[CH:21]([C:25](=[O:26])[OH:27])[CH2:22][CH2:23][CH2:24]3)[cH:15][cH:16]2)[CH2:9][CH2:10]1)[c:30]1[cH:31][c:32]([NH:37][S:38](=[O:39])(=[O:40])[CH3:41])[c:33]([OH:36])[cH:34][cH:35]1. Reactants: CS(C)=O, CCOC(=O)C1CCCN1S(=O)(=O)c1ccc(N2CCC(NCC(O)c3ccc(O)c(NS(C)(=O)=O)c3)CC2)cc1. The reactants are C(C1=CC=CC=C1)OC=1C(=CC(=C(C=O)C1)C1=NOC(=N1)C)OC (5-benzyloxy-4-methoxy-2-(5-methyl-[1,2,4]oxadiazol-3-yl)benzaldehyde), C(C)(C)(C)[N+]#[C-] (tert-butylisocyanide), C(C)(=O)O (acetic acid), C(C)#N (acetonitrile), O (water). Solvent: C(C)(=O)OCC (ethyl acetate). Run at temperature 70 celsius, time 13 hour. Product: C(C1=CC=CC=C1)OC=1C(=CC(=C(C1)C(C(NC(C)(C)C)=O)OC(C)=O)C1=NOC(=N1)C)OC (Acetic Acid [5-benzyloxy-4-methoxy-2-(5-methyl-[1,2,4]-oxadiazol-3-yl)phenyl]tert-butylcarbamoylmethyl Ester). As a reaction SMILES: [CH2:1]([O:8][C:9]1[C:10]([O:23][CH3:24])=[CH:11][C:12]([C:17]2[N:21]=[C:20]([CH3:22])[O:19][N:18]=2)=[C:13]([CH:16]=1)[CH:14]=[O:15])[C:2]1[CH:7]=[CH:6][CH:5]=[CH:4][CH:3]=1.[C:25]([N+:29]#[C-:30])([CH3:28])([CH3:27])[CH3:26].[C:31](O)(=[O:33])[CH3:32].C(#N)C.[OH2:38]>C(OCC)(=O)C>[CH2:1]([O:8][C:9]1[C:10]([O:23][CH3:24])=[CH:11][C:12]([C:17]2[N:21]=[C:20]([CH3:22])[O:19][N:18]=2)=[C:13]([CH:14]([O:15][C:31](=[O:33])[CH3:32])[C:30](=[O:38])[NH:29][C:25]([CH3:28])([CH3:27])[CH3:26])[CH:16]=1)[C:2]1[CH:3]=[CH:4][CH:5]=[CH:6][CH:7]=1. Reported procedure: A mixture of 5-benzyloxy-4-methoxy-2-(5-methyl-[1,2,4]oxadiazol-3-yl)benzaldehyde (Reference example 15-1) (453 mg), tert-butylisocyanide (465 mg), acetic acid (0.32 mL) and acetonitrile (8 mL) was stirred at 70° C. for 13 hours. After cooling to room temperature, ethyl acetate and water were added to the mixture. The separated organic layer was washed with water, an aqueous solution of sodium bicarbonate, and brine successively, dried over anhydrous magnesium sulfate, and concentrated under red... The reactants are N1CC(CCC1)O (3-piperidinol), C(C(O)(C1=CC=CC=C1)C1=CC=CC=C1)(=O)OC (methyl benzilate), C(C(O)(C1=CC=CC=C1)C1=CC=CC=C1)(=O)OC (methyl benzilate), C[O-].[Na+] (sodium methoxide), 4A, Cl (hydrochloric acid). Run in C1=CC=CC=C1 (benzene), CO (methanol). Run at time 3 hour. Yields the product C(C(O)(C1=CC=CC=C1)C1=CC=CC=C1)(=O)OC1CNCCC1 ((±)3-piperidyl benzilate). Yield: 40.1%. Reaction SMILES: [NH:1]1[CH2:6][CH2:5][CH2:4][CH:3]([OH:7])[CH2:2]1.[C:8](OC)(=[O:23])[C:9]([C:17]1[CH:22]=[CH:21][CH:20]=[CH:19][CH:18]=1)([C:11]1[CH:16]=[CH:15][CH:14]=[CH:13][CH:12]=1)[OH:10].C[O-].[Na+].Cl>CO.C1C=CC=CC=1>[C:8]([O:7][CH:3]1[CH2:4][CH2:5][CH2:6][NH:1][CH2:2]1)(=[O:23])[C:9]([C:11]1[CH:16]=[CH:15][CH:14]=[CH:13][CH:12]=1)([C:17]1[CH:22]=[CH:21][CH:20]=[CH:19][CH:18]=1)[OH:10] |f:2.3|. Procedure details: 30 ml of benzene, 0.4 g (4 mmol) of 3-piperidinol and 1.0 g (4 mmol) of methyl benzilate were put into a 50 ml 3-mouth flask equipped with a stirrer, a reflux condenser, and a molecular sieve 4A (15 g) tube and a soda lime tube for trapping methanol from out of the solvent that drips down through the reflux condensation, and the mixture was refluxed by heating while stirring. After all of the methyl benzilate had dissolved, 20 mg of sodium methoxide (made by Aldrich) was added to the solution an... Starting materials: N#Cc1cc2c(Oc3ccc(NC(=O)Nc4ccc(F)cc4)c(F)c3)ccnc2cc1OCCCC(=O)O, CCN=C=NCCCN(C)C, CN(C)C=O, NC1CC1, [Na+], [OH-], O, On1nnc2ccccc21. Product: N#Cc1cc2c(Oc3ccc(NC(=O)Nc4ccc(F)cc4)c(F)c3)ccnc2cc1OCCCC(=O)NC1CC1. Reaction SMILES: [C:1](#[N:2])[c:3]1[cH:4][c:5]2[c:6]([O:20][c:21]3[cH:22][c:23]([F:38])[c:24]([NH:27][C:28](=[O:29])[NH:30][c:31]4[cH:32][cH:33][c:34]([F:37])[cH:35][cH:36]4)[cH:25][cH:26]3)[cH:7][cH:8][n:9][c:10]2[cH:11][c:12]1[O:13][CH2:14][CH2:15][CH2:16][C:17](=[O:18])[OH:19].[CH2:39]([N:40]=[C:41]=[N:42][CH2:43][CH2:44][CH2:45][N:46]([CH3:47])[CH3:48])[CH3:49].[CH3:67][N:68]([CH3:69])[CH:70]=[O:71].[CH:60]1([NH2:63])[CH2:61][CH2:62]1.[Na+:66].[OH-:65].[OH2:64].[OH:50][n:51]1[c:52]2[cH:53][cH:54][cH:55][cH:56][c:57]2[n:58][n:59]1>>[C:1](#[N:2])[c:3]1[cH:4][c:5]2[c:6]([O:20][c:21]3[cH:22][c:23]([F:38])[c:24]([NH:27][C:28](=[O:29])[NH:30][c:31]4[cH:32][cH:33][c:34]([F:37])[cH:35][cH:36]4)[cH:25][cH:26]3)[cH:7][cH:8][n:9][c:10]2[cH:11][c:12]1[O:13][CH2:14][CH2:15][CH2:16][C:17](=[O:18])[NH:63][CH:60]1[CH2:61][CH2:62]1. Product: CCOC(=O)COc1ccc(C=C(C#N)c2ccc(OC)c(OC)c2)cc1. Starting materials: O=C([O-])[O-], COc1ccc(C(C#N)=Cc2ccc(O)cc2)cc1OC, CC(C)=O, CCOC(=O)CCl, [K+], [K+]. RXN SMILES: [C:29](=[O:30])([O-:31])[O-:32].[CH3:1][O:2][c:3]1[cH:4][c:5]([C:11]([C:12]#[N:13])=[CH:14][c:15]2[cH:16][cH:17][c:18]([OH:21])[cH:19][cH:20]2)[cH:6][cH:7][c:8]1[O:9][CH3:10].[CH3:35][C:36](=[O:37])[CH3:38].[Cl:22][CH2:23][C:24](=[O:25])[O:26][CH2:27][CH3:28].[K+:33].[K+:34]>>[CH3:1][O:2][c:3]1[cH:4][c:5]([C:11]([C:12]#[N:13])=[CH:14][c:15]2[cH:16][cH:17][c:18]([O:21][CH2:23][C:24](=[O:25])[O:26][CH2:27][CH3:28])[cH:19][cH:20]2)[cH:6][cH:7][c:8]1[O:9][CH3:10]. Starting materials: CO, Fc1cc(-c2cc(C(F)(F)F)cc3[nH]c(N4CC=C(c5ncccc5C(F)(F)F)CC4)nc23)cc(F)c1F, O=C(O)C(F)(F)F, [Pd]. Product: Fc1cc(-c2cc(C(F)(F)F)cc3nc(N4CCC(c5ncccc5C(F)(F)F)CC4)[nH]c23)cc(F)c1F. RXN SMILES: [CH3:46][OH:47].[F:1][C:2]([c:3]1[c:4]([C:9]2=[CH:14][CH2:13][N:12]([c:15]3[n:16][c:17]4[c:18]([nH:19]3)[cH:20][c:21]([C:33]([F:34])([F:35])[F:36])[cH:22][c:23]4-[c:24]3[cH:25][c:26]([F:32])[c:27]([F:31])[c:28]([F:30])[cH:29]3)[CH2:11][CH2:10]2)[n:5][cH:6][cH:7][cH:8]1)([F:37])[F:38].[OH:39][C:40]([C:41]([F:42])([F:43])[F:44])=[O:45].[Pd:48]>>[F:1][C:2]([c:3]1[c:4]([CH:9]2[CH2:10][CH2:11][N:12]([c:15]3[nH:16][c:17]4[c:18]([n:19]3)[cH:20][c:21]([C:33]([F:34])([F:35])[F:36])[cH:22][c:23]4-[c:24]3[cH:25][c:26]([F:32])[c:27]([F:31])[c:28]([F:30])[cH:29]3)[CH2:13][CH2:14]2)[n:5][cH:6][cH:7][cH:8]1)([F:37])[F:38].